From a dataset of the Open Reaction Database (ORD), a public repository of structured organic reaction records. describe an organic reaction: reactants, conditions, products, and yield The reactants are CO, NC(CC(=O)O)c1ccc2c(c1)OCCO2, O=S(Cl)Cl. The product is COC(=O)CC(N)c1ccc2c(c1)OCCO2. Reaction SMILES: [CH3:21][OH:22].[NH2:1][CH:2]([CH2:3][C:4](=[O:5])[OH:6])[c:7]1[cH:8][c:9]2[c:10]([cH:15][cH:16]1)[O:11][CH2:12][CH2:13][O:14]2.[S:17]([Cl:18])([Cl:19])=[O:20]>>[NH2:1][CH:2]([CH2:3][C:4](=[O:5])[O:6][CH3:21])[c:7]1[cH:8][c:9]2[c:10]([cH:15][cH:16]1)[O:11][CH2:12][CH2:13][O:14]2.